Task: describe an organic reaction: reactants, conditions, products, and yield. Dataset: the Open Reaction Database (ORD), a public repository of structured organic reaction records Starting materials: CO, COCc1c(S(C)(=O)=O)ccc(C(=O)OC)c1Cl, [Na+], [OH-], O. Yields the product COCc1c(S(C)(=O)=O)ccc(C(=O)O)c1Cl. As a reaction SMILES: [CH3:19][OH:20].[Cl:1][c:2]1[c:3]([C:4](=[O:5])[O:6][CH3:7])[cH:8][cH:9][c:10]([S:15](=[O:16])(=[O:17])[CH3:18])[c:11]1[CH2:12][O:13][CH3:14].[Na+:22].[OH-:21].[OH2:23]>>[Cl:1][c:2]1[c:3]([C:4](=[O:5])[OH:6])[cH:8][cH:9][c:10]([S:15](=[O:16])(=[O:17])[CH3:18])[c:11]1[CH2:12][O:13][CH3:14]. Starting materials: CC(C)Oc1ccccc1N, CCOC(=O)c1cnc(SC)[nH]c1=O, CCO. Product: CCOC(=O)c1cnc(Nc2ccccc2OC(C)C)[nH]c1=O. Reaction SMILES: [CH3:15][CH:16]([CH3:17])[O:18][c:19]1[c:20]([NH2:21])[cH:22][cH:23][cH:24][cH:25]1.[CH3:1][S:2][c:3]1[nH:4][c:5](=[O:14])[c:6]([C:9](=[O:10])[O:11][CH2:12][CH3:13])[cH:7][n:8]1.[CH3:26][CH2:27][OH:28]>>[c:3]1([NH:21][c:20]2[c:19]([O:18][CH:16]([CH3:15])[CH3:17])[cH:25][cH:24][cH:23][cH:22]2)[nH:4][c:5](=[O:14])[c:6]([C:9](=[O:10])[O:11][CH2:12][CH3:13])[cH:7][n:8]1. Starting materials: C(C=C)[C@@H]1CN(C[C@H]1CO[Si](C)(C)C(C)(C)C)[C@H](C)C1=CC=CC=C1 ((3S,4S)-3-Allyl-4-(tert-butyldimethylsilyloxy)methyl-1-[(1R)-1-phenylethyl]pyrrolidine), ClC(=O)OCC1=CC=CC=C1 (Benzyl chloroformate), solution, Cl (hydrochloric acid), C(C)O (ethanol). The solvent is ClCCl (dichloromethane). Run at temperature 55 celsius, time 10 hour. Yields the product C(C=C)[C@@H]1CN(C[C@H]1CO)C(=O)OCC1=CC=CC=C1 ((3S,4S)-3-Allyl-1-benzyloxycarbonyl-4-hydroxymethylpyrrolidine). Isolated yield 85.9%. RXN SMILES: [CH2:1]([C@H:4]1[C@H:8]([CH2:9][O:10][Si](C(C)(C)C)(C)C)[CH2:7][N:6]([C@@H](C2C=CC=CC=2)C)[CH2:5]1)[CH:2]=[CH2:3].Cl[C:27]([O:29][CH2:30][C:31]1[CH:36]=[CH:35][CH:34]=[CH:33][CH:32]=1)=[O:28].Cl.C(O)C>ClCCl>[CH2:1]([C@H:4]1[C@H:8]([CH2:9][OH:10])[CH2:7][N:6]([C:27]([O:29][CH2:30][C:31]2[CH:36]=[CH:35][CH:34]=[CH:33][CH:32]=2)=[O:28])[CH2:5]1)[CH:2]=[CH2:3]. Procedure details: (3S,4S)-3-Allyl-4-(tert-butyldimethylsilyloxy)methyl-1-[(1R)-1-phenylethyl]pyrrolidine (213 g, 592 mmol) was dissolved in dichloromethane (420 mL). Benzyl chloroformate (169.2 mL, 1.19 mol) was added dropwise, and the mixture was stirred at 55° C. for 10 hours and then at room temperature for 14 hours. A 1 M solution of hydrochloric acid in ethanol (250 mL, 250 mmol) was further added to the reaction solution, and the mixture was stirred at room temperature for 24 hours. The reaction solution wa... Starting materials: N1(CCCC1)CCO (2-Pyrrolidin-1-yl-ethanol), [H-].[Na+] (NaH), FC1=C(C=C(C=C1)C(F)(F)F)[N+](=O)[O-] (1-Fluoro-2-nitro-4-trifluoromethyl-benzene). The solvent is C1CCOC1 (THF). Product: N1(CCCC1)CCOC1=C(C=C(C=C1)C(F)(F)F)N (2-(2-Pyrrolidin-1-yl-ethoxy)-5-trifluoromethyl-phenylamine). As a reaction SMILES: [H-].[Na+].[N:3]1([CH2:8][CH2:9][OH:10])[CH2:7][CH2:6][CH2:5][CH2:4]1.F[C:12]1[CH:17]=[CH:16][C:15]([C:18]([F:21])([F:20])[F:19])=[CH:14][C:13]=1[N+:22]([O-])=O>C1COCC1>[N:3]1([CH2:8][CH2:9][O:10][C:12]2[CH:17]=[CH:16][C:15]([C:18]([F:21])([F:20])[F:19])=[CH:14][C:13]=2[NH2:22])[CH2:7][CH2:6][CH2:5][CH2:4]1 |f:0.1|. Reported procedure: To a suspension of NaH (60%, 248 mg, 6.21 mmol) in dry THF was added 2-Pyrrolidin-1-yl-ethanol (0.68 mL, 5.74 mmol). Bubbling was observed. The reaction was stirred for 5 minutes, at which time 1-Fluoro-2-nitro-4-trifluoromethyl-benzene (0.67 mL, 4.79 mmol) was added. The solution turned red, and LCMS indicated completion of the reaction. The reaction was quenched by addition of H2O, and the mixture was extracted with EtOAc, dried with MgSO4, filtered, and concentrated to afford the title compou... Reactants: [H-].[Al+3].[Li+].[H-].[H-].[H-] (lithium aluminum hydride), C(CCCCCCCCCCCCC)OC1=CC=C(C=C1)CC(=O)NC=1C=C(C(=O)OCC)C=CC1 (ethyl 3-[[[4-(tetradecyloxy)phenyl]acetyl]amino]benzoate), O1CCCC1 (tetrahydrofuran), S(=O)(=O)([O-])[O-].[Na+].[Na+] (sodium sulfate). Solvent: CCOCC (ether), C(C)(=O)OCC (ethyl acetate). Reaction conditions: temperature 0 celsius. The product is C(CCCCCCCCCCCCC)OC1=CC=C(C=C1)CCNC1=C(C=CC=C1)CO ([2-[4-(Tetradecyloxy)phenyl]ethyl]aminobenzenemethanol). Reaction SMILES: [H-].[Al+3].[Li+].[H-].[H-].[H-].[CH2:7]([O:21][C:22]1[CH:27]=[CH:26][C:25]([CH2:28][C:29]([NH:31][C:32]2[CH:33]=[C:34]([CH:40]=[CH:41][CH:42]=2)C(OCC)=O)=O)=[CH:24][CH:23]=1)[CH2:8][CH2:9][CH2:10][CH2:11][CH2:12][CH2:13][CH2:14][CH2:15][CH2:16][CH2:17][CH2:18][CH2:19][CH3:20].[O:43]1CCC[CH2:44]1.S([O-])([O-])(=O)=O.[Na+].[Na+]>CCOCC.C(OCC)(=O)C>[CH2:7]([O:21][C:22]1[CH:23]=[CH:24][C:25]([CH2:28][CH2:29][NH:31][C:32]2[CH:42]=[CH:41][CH:40]=[CH:34][C:33]=2[CH2:44][OH:43])=[CH:26][CH:27]=1)[CH2:8][CH2:9][CH2:10][CH2:11][CH2:12][CH2:13][CH2:14][CH2:15][CH2:16][CH2:17][CH2:18][CH2:19][CH3:20] |f:0.1.2.3.4.5,8.9.10|. Procedure: To a solution of 42.36 ml of 1 molar lithium aluminum hydride in either is added dropwise under argon over 20 minutes a solution of ethyl 3-[[[4-(tetradecyloxy)phenyl]acetyl]amino]benzoate in 50 ml of either and 50 ml of tetrahydrofuran. The mixture is refluxed for 3 hours, cooled to 0° C. and ethyl acetate added. Saturated sodium sulfate is added followed by ether. The mixture is filtered and the cake washed with ether. The filtrate is evaporated and the residue chromatographed on silica gel us... The reactants are HCl ice, C(C)OC(=O)C=1C=CC2=C(NC3=C2C(CCC3)CCCCCCCC)C1 (5,6,7,8-tetrahydro-9-octyl-9H-dibenzo[b,d]pyrrole-3-carboxylic acid ethyl ester), CC(C)C[AlH]CC(C)C (DIBAH), ice water. Solvent: C(Cl)Cl (methylene chloride), C1(=CC=CC=C1)C (toluene). Reaction conditions: time 20 minute. Yields the product C(CCCCCCC)C1CCCC2=C1C1=C(N2)C=C(C=C1)CO (5,6,7,8-tetrahydro-9-octyl-9H-dibenzo[b,d]pyrrole-3-methanol). Yield: 96.2%. Reaction SMILES: C([O:3][C:4]([C:6]1[CH:7]=[CH:8][C:9]2[C:13]3[CH:14]([CH2:18][CH2:19][CH2:20][CH2:21][CH2:22][CH2:23][CH2:24][CH3:25])[CH2:15][CH2:16][CH2:17][C:12]=3[NH:11][C:10]=2[CH:26]=1)=O)C.CC(C[AlH]CC(C)C)C>C(Cl)Cl.C1(C)C=CC=CC=1>[CH2:18]([CH:14]1[C:13]2[C:9]3[CH:8]=[CH:7][C:6]([CH2:4][OH:3])=[CH:26][C:10]=3[NH:11][C:12]=2[CH2:17][CH2:16][CH2:15]1)[CH2:19][CH2:20][CH2:21][CH2:22][CH2:23][CH2:24][CH3:25]. Procedure details: A solution of 30.4 g of 5,6,7,8-tetrahydro-9-octyl-9H-dibenzo[b,d]pyrrole-3-carboxylic acid ethyl ester from Example 9, in 300 ml of methylene chloride was treated with 124 ml of a 1.5M DIBAH solution in toluene at 0°-5° C. (ice-water bath) in approximately 20 minutes. After an additional 20 minutes stirring at the same temperature, the reaction mixture was cautiously poured into cold 2N-HCl ice and extracted with methylene chloride. The organic extracts were washed with water and brine, then dr...